This data is from the Open Reaction Database (ORD), a public repository of structured organic reaction records. The task is: describe an organic reaction: reactants, conditions, products, and yield Reactants: Cc1ccc(-c2c(OCCOc3ccccc3)nn(C)c2N(S(=O)(=O)c2ccc(C(C)(C)C)cc2)S(=O)(=O)c2ccc(C(C)(C)C)cc2)cc1, CCO, [Na+], [OH-], O. Product: Cc1ccc(-c2c(OCCOc3ccccc3)nn(C)c2NS(=O)(=O)c2ccc(C(C)(C)C)cc2)cc1. Reaction SMILES: [C:1]([CH3:2])([CH3:3])([CH3:4])[c:5]1[cH:6][cH:7][c:8]([S:11](=[O:12])(=[O:13])[N:14]([c:15]2[c:16](-[c:31]3[cH:32][cH:33][c:34]([CH3:37])[cH:35][cH:36]3)[c:17]([O:21][CH2:22][CH2:23][O:24][c:25]3[cH:26][cH:27][cH:28][cH:29][cH:30]3)[n:18][n:19]2[CH3:20])[S:38]([c:39]2[cH:40][cH:41][c:42]([C:43]([CH3:44])([CH3:45])[CH3:46])[cH:47][cH:48]2)(=[O:49])=[O:50])[cH:9][cH:10]1.[CH3:53][CH2:54][OH:55].[Na+:52].[OH-:51].[OH2:56]>>[C:1]([CH3:2])([CH3:3])([CH3:4])[c:5]1[cH:6][cH:7][c:8]([S:11](=[O:12])(=[O:13])[NH:14][c:15]2[c:16](-[c:31]3[cH:32][cH:33][c:34]([CH3:37])[cH:35][cH:36]3)[c:17]([O:21][CH2:22][CH2:23][O:24][c:25]3[cH:26][cH:27][cH:28][cH:29][cH:30]3)[n:18][n:19]2[CH3:20])[cH:9][cH:10]1. The reactants are CN=C=O, CN(C)c1ccccn1, ClCCl, Cc1cc(C)c(N2COCc3c(C(O)C(F)(F)F)nc(C)nc32)c(C)c1. The product is CNC(=O)OC(c1nc(C)nc2c1COCN2c1c(C)cc(C)cc1C)C(F)(F)F. RXN SMILES: [CH3:27][N:28]=[C:29]=[O:30].[CH3:31][N:32]([c:33]1[cH:34][cH:35][cH:36][cH:37][n:38]1)[CH3:39].[Cl:40][CH2:41][Cl:42].[F:1][C:2]([CH:3]([OH:4])[c:5]1[n:6][c:7]([CH3:24])[n:8][c:9]2[c:14]1[CH2:13][O:12][CH2:11][N:10]2[c:15]1[c:16]([CH3:23])[cH:17][c:18]([CH3:22])[cH:19][c:20]1[CH3:21])([F:25])[F:26]>>[F:1][C:2]([CH:3]([O:4][C:29]([NH:28][CH3:27])=[O:30])[c:5]1[n:6][c:7]([CH3:24])[n:8][c:9]2[c:14]1[CH2:13][O:12][CH2:11][N:10]2[c:15]1[c:16]([CH3:23])[cH:17][c:18]([CH3:22])[cH:19][c:20]1[CH3:21])([F:25])[F:26]. Reactants: FC(C(=O)O)(F)F (trifluoroacetic acid), C1(=CC=CC=C1)CC(C(=O)OCC1=CC=CC=C1)CC(=O)OC(C)(C)C (phenylmethyl 1,1-dimethylethyl 2-(phenylmethyl)-1,4-butanedioate). Solvent: ClCCl (dichloromethane). Reaction conditions: time 7 hour. Product: C(=O)(O)CC(C(=O)OCC1=CC=CC=C1)CC1=CC=CC=C1 (Phenylmethyl 3-carboxy-2-(phenylmethyl)-1-propanoate). The yield is 62.8%. RXN SMILES: FC(F)(F)C(O)=O.[C:8]1([CH2:14][CH:15]([CH2:26][C:27]([O:29]C(C)(C)C)=[O:28])[C:16]([O:18][CH2:19][C:20]2[CH:25]=[CH:24][CH:23]=[CH:22][CH:21]=2)=[O:17])[CH:13]=[CH:12][CH:11]=[CH:10][CH:9]=1>ClCCl>[C:27]([CH2:26][CH:15]([CH2:14][C:8]1[CH:9]=[CH:10][CH:11]=[CH:12][CH:13]=1)[C:16]([O:18][CH2:19][C:20]1[CH:21]=[CH:22][CH:23]=[CH:24][CH:25]=1)=[O:17])([OH:29])=[O:28]. Reported procedure: 8 ml of trifluoroacetic acid are added, at 0° C., to a solution of 2 g (5.6 mmol) of phenylmethyl 1,1-dimethylethyl 2-(phenylmethyl)-1,4-butanedioate in 16 ml of dichloromethane. After 7 h at room temperature, the mixture is evaporated to dryness and the residue is recrystallized from cyclohexane. 1.05 g of a white product are obtained. Starting materials: C(C)(=O)OC(CCl)C=1C(=NC=CC1)S(=O)(=O)NC(=O)NC1=NC(=CC(=N1)OC)OC (3-(1-acetoxy-2-chloroethyl)-N-[(4,6-dimethoxypyrimidin-2-yl)aminocarbonyl]-2-pyridinesulfonamide), O[Li].O (LiOH.H2O), O (water), Cl (HCl). Solvent: CO (methanol). Conditions: time 3 hour. The product is ClCC(O)C=1C(=NC=CC1)S(=O)(=O)NC(=O)NC1=NC(=CC(=N1)OC)OC (3-(2-Chloro-1-hydroxyethyl)-N-[(4,6-dimethoxypyrimidin-2-yl)aminocarbonyl]-2-pyridine sulfonamide). Reaction SMILES: C([O:4][CH:5]([C:8]1[C:9]([S:14]([NH:17][C:18]([NH:20][C:21]2[N:26]=[C:25]([O:27][CH3:28])[CH:24]=[C:23]([O:29][CH3:30])[N:22]=2)=[O:19])(=[O:16])=[O:15])=[N:10][CH:11]=[CH:12][CH:13]=1)[CH2:6][Cl:7])(=O)C.O[Li].O.O.Cl>CO>[Cl:7][CH2:6][CH:5]([C:8]1[C:9]([S:14]([NH:17][C:18]([NH:20][C:21]2[N:22]=[C:23]([O:29][CH3:30])[CH:24]=[C:25]([O:27][CH3:28])[N:26]=2)=[O:19])(=[O:15])=[O:16])=[N:10][CH:11]=[CH:12][CH:13]=1)[OH:4] |f:1.2|. Reported procedure: To 140 mg of 3-(1-acetoxy-2-chloroethyl)-N-[(4,6-dimethoxypyrimidin-2-yl)aminocarbonyl]-2-pyridinesulfonamide in 20 ml of methanol is added 20 mg of LiOH.H2O and 0.5 ml of water. After stirring at room temperature for 3 hours the solution is acidified to pH 4.5 with 5% aq. HCl. The resultant solution is extracted three times with CH2Cl2. The organic phase is evaporated and the trituration of the residue with Et2O yields the solid product. Reactants: ClC1=CC=C(C=C1)NC(C1=C(C=CC=C1)N)=O (N-(4-chlorophenyl)-2-aminobenzamide), N1=CC=C(C=C1)N1CCC(C(=O)Cl)CC1 (N-(4-pyridyl)isonipecotoyl chloride). Product: Cl.N1=CC=C(C=C1)N1CCC(CC1)C(=O)NC1=C(C(=O)NC2=CC=C(C=C2)Cl)C=CC=C1 (2-[[1-(4-Pyridyl)piperidin-4-ylcarbonyl]amino]-N-(4-chlorophenyl)benzamide Hydrochloride). Isolated yield 146.1%. Reaction SMILES: [Cl:1][C:2]1[CH:7]=[CH:6][C:5]([NH:8][C:9](=[O:17])[C:10]2[CH:15]=[CH:14][CH:13]=[CH:12][C:11]=2[NH2:16])=[CH:4][CH:3]=1.[N:18]1[CH:23]=[CH:22][C:21]([N:24]2[CH2:32][CH2:31][CH:27]([C:28](Cl)=[O:29])[CH2:26][CH2:25]2)=[CH:20][CH:19]=1>>[ClH:1].[N:18]1[CH:23]=[CH:22][C:21]([N:24]2[CH2:25][CH2:26][CH:27]([C:28]([NH:16][C:11]3[CH:12]=[CH:13][CH:14]=[CH:15][C:10]=3[C:9]([NH:8][C:5]3[CH:4]=[CH:3][C:2]([Cl:1])=[CH:7][CH:6]=3)=[O:17])=[O:29])[CH2:31][CH2:32]2)=[CH:20][CH:19]=1 |f:2.3|. Procedure: Using the procedure described in Example 138, N-(4-chlorophenyl)-2-aminobenzamide (0.97 mmol) and N-(4-pyridyl)isonipecotoyl chloride (1.8 mmol), purifying with RPHPLC Method A, yielded 334 mg (37%) of the title compound. The reactants are ClC1=CC=C(C=C1)SCC(=O)C (1-[(4-chlorophenyl)thio]-acetone), S(=O)(=O)(Cl)Cl (sulphuryl chloride), CN(C1=CC=CC2=CC=CC(=C12)N(C)C)C (N,N,N′,N′-tetramethyl-1,8-naphthalenediamine), NC=1C=CC(=C(C#N)C1)Cl (5-amino-2-chloro-benzonitrile). Solvent: ClCCl (dichloromethane), C(C)N(CC)CC (triethylamine), ClCCl (dichloromethane). Reaction conditions: time 2 hour. Product: ClC1=CC=C(C=C1)SC1=C(NC=2C=CC(=C(C12)C#N)C)C (3-[(4-chlorophenyl)thio]-2,5-dimethyl-1H-indole-4-carbonitrile). Isolated yield 12.5%. RXN SMILES: [Cl:1][C:2]1[CH:7]=[CH:6][C:5]([S:8][CH2:9][C:10]([CH3:12])=O)=[CH:4][CH:3]=1.S(Cl)(Cl)(=O)=O.C[N:19](C)[C:20]1[C:29]2[C:24](=[CH:25][CH:26]=[CH:27][C:28]=2N(C)C)[CH:23]=CC=1.[NH2:34]C1C=CC(Cl)=C(C=1)C#N>ClCCl.C(N(CC)CC)C>[Cl:1][C:2]1[CH:7]=[CH:6][C:5]([S:8][C:9]2[C:28]3[C:29]([C:20]#[N:19])=[C:24]([CH3:23])[CH:25]=[CH:26][C:27]=3[NH:34][C:10]=2[CH3:12])=[CH:4][CH:3]=1. Procedure details: A stirred solution of 1-[(4-chlorophenyl)thio]-acetone (6.14 g) in dry dichloromethane (150 ml) at −78° C. was treated with sulphuryl chloride (2.25 ml). After 30 min a prepared solution of N,N,N′,N′-tetramethyl-1,8-naphthalenediamine (6.01 g) and 5-amino-2-chloro-benzonitrile (3.89 g) in dry dicholoromethane (80 ml) was added dropwise over 30 min. The mixture was stirred for a further 2 hours, after which triethylamine (4.26 ml) was added and the reaction allowed to reach room temperature. The ... Procedure: A mixture of 2'-chloroacetophenone (182 g), industrial methylated spirit (290 ml), methylamine (33% w/w solution in industrial methylated spirit, 3)3 ml) and copper powder (2.8 g) was stirred in a sealed pressure vessel for 5 hours at 90°. The reaction vessel was allowed to cool to ambient temperature and the mixture washed out of the vessel with industrial methylated spirit (2×100 ml). The combined reaction mixture and washings were stirred at 50°, a solution of sodium sulphide nonahydrate (24 ... Yields the product CNC1=C(C=CC=C1)C(C)=O (2'-(methylamino)acetophenone). Reactants: ClC1=C(C=CC=C1)C(C)=O (2'-chloroacetophenone), CN (methylamine), O.O.O.O.O.O.O.O.O.[S-2].[Na+].[Na+] (sodium sulphide nonahydrate), Cl (hydrochloric acid). Solvent: industrial methylated spirit, O (water). Reaction conditions: time 5 hour. The reagents and catalysts are [Cu] (copper). Reaction SMILES: Cl[C:2]1[CH:7]=[CH:6][CH:5]=[CH:4][C:3]=1[C:8](=[O:10])[CH3:9].[CH3:11][NH2:12].O.O.O.O.O.O.O.O.O.[S-2].[Na+].[Na+].Cl>O.[Cu]>[CH3:11][NH:12][C:2]1[CH:7]=[CH:6][CH:5]=[CH:4][C:3]=1[C:8](=[O:10])[CH3:9] |f:2.3.4.5.6.7.8.9.10.11.12.13|. The reactants are COC=1C=C(C(=O)N2CC(CC2)(C2=CC(=C(C=C2)F)F)CCN2CCC(CC2)NC2=NC3=C(N2CCOCC)C=CC=C3)C=C(C1OC)OC (1-(3,4,5-trimethoxybenzoyl)-3-(2-(4-(1-(2-ethoxyethyl)-1H-benzimidazol-2-yl-amino)piperidin-1-yl)ethyl)-3-(3,4-difluorophenyl)pyrrolidine), CS(=O)(=O)O (methanesulfonic acid). Yields the product CS(=O)(=O)O.COC=1C=C(C(=O)N2CC(CC2)(C2=CC(=C(C=C2)F)F)CCN2CCC(CC2)NC2=NC3=C(N2CCOCC)C=CC=C3)C=C(C1OC)OC (1-(3,4,5-trimethoxybenzoyl)-3-(2-(4-(1-(2-ethoxyethyl)-1H-benzimidazol-2-yl-amino)piperidin-1-yl)ethyl)-3-(3,4-difluorophenyl)pyrrolidine Methanesulfonic Acid Salt). Reaction SMILES: [CH3:1][O:2][C:3]1[CH:4]=[C:5]([CH:44]=[C:45]([O:49][CH3:50])[C:46]=1[O:47][CH3:48])[C:6]([N:8]1[CH2:12][CH2:11][C:10]([CH2:21][CH2:22][N:23]2[CH2:28][CH2:27][CH:26]([NH:29][C:30]3[N:34]([CH2:35][CH2:36][O:37][CH2:38][CH3:39])[C:33]4[CH:40]=[CH:41][CH:42]=[CH:43][C:32]=4[N:31]=3)[CH2:25][CH2:24]2)([C:13]2[CH:18]=[CH:17][C:16]([F:19])=[C:15]([F:20])[CH:14]=2)[CH2:9]1)=[O:7].[CH3:51][S:52]([OH:55])(=[O:54])=[O:53]>>[CH3:51][S:52]([OH:55])(=[O:54])=[O:53].[CH3:50][O:49][C:45]1[CH:44]=[C:5]([CH:4]=[C:3]([O:2][CH3:1])[C:46]=1[O:47][CH3:48])[C:6]([N:8]1[CH2:12][CH2:11][C:10]([CH2:21][CH2:22][N:23]2[CH2:28][CH2:27][CH:26]([NH:29][C:30]3[N:34]([CH2:35][CH2:36][O:37][CH2:38][CH3:39])[C:33]4[CH:40]=[CH:41][CH:42]=[CH:43][C:32]=4[N:31]=3)[CH2:25][CH2:24]2)([C:13]2[CH:18]=[CH:17][C:16]([F:19])=[C:15]([F:20])[CH:14]=2)[CH2:9]1)=[O:7] |f:2.3|. Reported procedure: Prepare by the method of Example 21.2 using 1-(3,4,5-trimethoxybenzoyl)-3-(2-(4-(1-(2-ethoxyethyl)-1H-benzimidazol-2-yl-amino)piperidin-1-yl)ethyl)-3-(3,4-difluorophenyl)pyrrolidine (0.8 g) and methanesulfonic acid (0.24 g, 2.43 mmol) to give the title compound: mp; 225-228° C. Starting materials: C(c1cc(cc(c1)[Br])[N+]([O-])=O)=O, CC1=CN=C(C=C1)N, [C-]#[N+]C1CCCCC1. The reagents and catalysts are O=C(O)C(F)(F)F (trifluoroacetic acid). Solvent: CC(C)O (isopropyl alcohol), CC(C)O (isopropylalcohol). Conditions: temperature 22 celsius, time 20 hour. Product: Cc1ccc2nc(c3cc(cc(c3)[Br])[N+]([O-])=O)c(NC3CCCCC3)n2c1. The yield is 0.2%. RXN SMILES: CC1=CC=C(N)N=C1.[C-]#[N+]C1CCCCC1.BrC1=CC(=CC(C=O)=C1)N(=O)=O>>CC1=CN2C(C=C1)=NC(=C2NC1CCCCC1)C1=CC(Br)=CC(=C1)N(=O)=O.